From a dataset of the Open Reaction Database (ORD), a public repository of structured organic reaction records. describe an organic reaction: reactants, conditions, products, and yield The reactants are O=C(n1ccnc1)n1ccnc1, CC(=O)Nc1nc(C(=O)O)cs1, CCOC(C)=O, O, CC(C)(C)OC(=O)NNC(=O)NCCc1ccc(O)cc1. Yields the product CC(=O)Nc1nc(C(=O)Oc2ccc(CCNC(=O)NNC(=O)OC(C)(C)C)cc2)cs1. Reaction SMILES: [C:13]([n:14]1[cH:15][cH:16][n:17][cH:18]1)([n:19]1[cH:20][cH:21][n:22][cH:23]1)=[O:24].[C:1]([CH3:2])(=[O:3])[NH:4][c:5]1[s:6][cH:7][c:8]([C:10](=[O:11])[OH:12])[n:9]1.[CH3:47][CH2:48][O:49][C:50](=[O:51])[CH3:52].[OH2:46].[OH:25][c:26]1[cH:27][cH:28][c:29]([CH2:32][CH2:33][NH:34][C:35](=[O:36])[NH:37][NH:38][C:39](=[O:40])[O:41][C:42]([CH3:43])([CH3:44])[CH3:45])[cH:30][cH:31]1>>[C:1]([CH3:2])(=[O:3])[NH:4][c:5]1[s:6][cH:7][c:8]([C:10](=[O:11])[O:12][c:26]2[cH:27][cH:28][c:29]([CH2:32][CH2:33][NH:34][C:35](=[O:36])[NH:37][NH:38][C:39](=[O:40])[O:41][C:42]([CH3:43])([CH3:44])[CH3:45])[cH:30][cH:31]2)[n:9]1. Starting materials: C(C)(C)(C)OC(=O)NC=1C=CC(=NC1I)C(=O)OC (methyl 5-(tert-butoxycarbonylamino)-6-iodopyridine-2-carboxylate), ClC1=C(N)C=C(C(=C1)OC)OCC1=C(C(=CC=C1OC)F)F (2-chloro-5-(2,3-difluoro-6-methoxybenzyloxy)-4-methoxyaniline), C1(=CC=CC=C1)P(C1=CC=CC=2C(C3=CC=CC(=C3OC12)P(C1=CC=CC=C1)C1=CC=CC=C1)(C)C)C1=CC=CC=C1 (4,5-bis(diphenylphosphino)-9,9-dimethylxanthene), CC(C)([O-])C.[Na+] (sodium tert-butoxide). Reagents/catalysts: C=1C=CC(=CC1)/C=C/C(=O)/C=C/C2=CC=CC=C2.C=1C=CC(=CC1)/C=C/C(=O)/C=C/C2=CC=CC=C2.C=1C=CC(=CC1)/C=C/C(=O)/C=C/C2=CC=CC=C2.[Pd].[Pd] (tris-(dibenzylideneacetone)dipalladium(0)). Solvent: O1CCCC1 (tetrahydrofuran), C(C)(=O)O (acetic acid). Yields the product ClC1=C(C=C(C(=C1)OC)OCC1=C(C(=CC=C1OC)F)F)N1C(NC=2C1=NC(=CC2)C(=O)OC)=O (3-[2-Chloro-5-(2,3-difluoro-6-methoxybenzyloxy)-4-methoxyphenyl]-5-methoxycarbonyl-1,3-dihydro-2H-imidazo[4,5-b]pyridin-2-one). The yield is 43.3%. Reaction SMILES: C(O[C:6]([NH:8][C:9]1[CH:10]=[CH:11][C:12]([C:16]([O:18][CH3:19])=[O:17])=[N:13][C:14]=1I)=[O:7])(C)(C)C.[Cl:20][C:21]1[CH:27]=[C:26]([O:28][CH3:29])[C:25]([O:30][CH2:31][C:32]2[C:37]([O:38][CH3:39])=[CH:36][CH:35]=[C:34]([F:40])[C:33]=2[F:41])=[CH:24][C:22]=1[NH2:23].C1(P(C2C=CC=CC=2)C2C3OC4C(=CC=CC=4P(C4C=CC=CC=4)C4C=CC=CC=4)C(C)(C)C=3C=CC=2)C=CC=CC=1.CC(C)([O-])C.[Na+]>O1CCCC1.C1C=CC(/C=C/C(/C=C/C2C=CC=CC=2)=O)=CC=1.C1C=CC(/C=C/C(/C=C/C2C=CC=CC=2)=O)=CC=1.C1C=CC(/C=C/C(/C=C/C2C=CC=CC=2)=O)=CC=1.[Pd].[Pd].C(O)(=O)C>[Cl:20][C:21]1[CH:27]=[C:26]([O:28][CH3:29])[C:25]([O:30][CH2:31][C:32]2[C:37]([O:38][CH3:39])=[CH:36][CH:35]=[C:34]([F:40])[C:33]=2[F:41])=[CH:24][C:22]=1[N:23]1[C:14]2=[N:13][C:12]([C:16]([O:18][CH3:19])=[O:17])=[CH:11][CH:10]=[C:9]2[NH:8][C:6]1=[O:7] |f:3.4,6.7.8.9.10|. Procedure: A mixture of methyl 5-(tert-butoxycarbonylamino)-6-iodopyridine-2-carboxylate (0.14 g), 2-chloro-5-(2,3-difluoro-6-methoxybenzyloxy)-4-methoxyaniline (0.18 g), tris-(dibenzylideneacetone)dipalladium(0) (10 mg), 4,5-bis(diphenylphosphino)-9,9-dimethylxanthene (13 mg) and sodium tert-butoxide (48 mg) in tetrahydrofuran (3 mL) was heated at reflux for 22 hours. The reaction mixture was cooled to room temperature. To the reaction mixture was added acetic acid (0.02 mL), and the mixture was directly ... Starting materials: CO, Nc1nnc(-c2ccco2)o1, O=C(Cl)c1cc(-c2ccccc2)nc2ccccc12, c1ccncc1. The product is O=C(Nc1nnc(-c2ccco2)o1)c1cc(-c2ccccc2)nc2ccccc12. Reaction SMILES: [CH3:37][OH:38].[NH2:26][c:27]1[o:28][c:29](-[c:32]2[o:33][cH:34][cH:35][cH:36]2)[n:30][n:31]1.[c:1]1(-[c:7]2[n:8][c:9]3[cH:10][cH:11][cH:12][cH:13][c:14]3[c:15]([C:17](=[O:18])[Cl:19])[cH:16]2)[cH:2][cH:3][cH:4][cH:5][cH:6]1.[cH:20]1[cH:21][cH:22][n:23][cH:24][cH:25]1>>[c:1]1(-[c:7]2[n:8][c:9]3[cH:10][cH:11][cH:12][cH:13][c:14]3[c:15]([C:17](=[O:18])[NH:26][c:27]3[o:28][c:29](-[c:32]4[o:33][cH:34][cH:35][cH:36]4)[n:30][n:31]3)[cH:16]2)[cH:2][cH:3][cH:4][cH:5][cH:6]1.